Dataset: the Open Reaction Database (ORD), a public repository of structured organic reaction records. Task: describe an organic reaction: reactants, conditions, products, and yield Run in CO (methanol). RXN SMILES: [O:1]1[C:6]2[CH:7]=[CH:8][CH:9]=[CH:10][C:5]=2[O:4][CH2:3][C@H:2]1[CH2:11][N:12]1[CH2:17][CH2:16][CH:15]([CH2:18][NH:19][C:20]([C:22]2[S:32][C:31]3[N:33]4[C:24](=[CH:25][N:26]=[C:27]4[CH:28]=[CH:29][CH:30]=3)[CH:23]=2)=[O:21])[CH2:14][CH2:13]1.[ClH:34]>CO>[ClH:34].[ClH:34].[O:1]1[C:6]2[CH:7]=[CH:8][CH:9]=[CH:10][C:5]=2[O:4][CH2:3][C@H:2]1[CH2:11][N:12]1[CH2:17][CH2:16][CH:15]([CH2:18][NH:19][C:20]([C:22]2[S:32][C:31]3[N:33]4[C:24](=[CH:25][N:26]=[C:27]4[CH:28]=[CH:29][CH:30]=3)[CH:23]=2)=[O:21])[CH2:14][CH2:13]1 |f:3.4.5|. Procedure details: In 1 ml of methanol was dissolved 0.452 g of (R)-N-[1-(1,4-benzodioxan-2-ylmethyl)piperidin-4-ylmethyl]-5-thia-1,8b-diazaacenaphthylene-4-carboxamide, followed by addition of an excess of methanolic HCl. The mixture was stirred and concentrated to provide the title compound. Reactants: O1[C@@H](COC2=C1C=CC=C2)CN2CCC(CC2)CNC(=O)C2=CC1=CN=C3C=CC=C(S2)N31 ((R)-N-[1-(1,4-benzodioxan-2-ylmethyl)piperidin-4-ylmethyl]-5-thia-1,8b-diazaacenaphthylene-4-carboxamide), Cl (HCl). Product: Cl.Cl.O1[C@@H](COC2=C1C=CC=C2)CN2CCC(CC2)CNC(=O)C2=CC1=CN=C3C=CC=C(S2)N31 ((R)-N-[1-(1,4-benzodioxan-2-ylmethyl)piperidin-4-ylmethyl]-5-thia-1,8b-diazaacenaphthylene-4-carboxamide dihydrochloride). Reactants: C(CCC)[Li] (n-Butyllithium), C(C)(C)NC(C)C (diisopropylamine), FC1=CC=C(C=C1)C(C#N)C(C)C (4-fluoro-α-(1-methylethyl)benzeneacetonitrile), BrCCCCl (1-bromo-3-chloro-propane). Solvent: O1CCCC1 (tetrahydrofuran), O1CCCC1 (tetrahydrofuran). Reaction conditions: temperature -78 celsius, time 2.5 minute. The product is ClCCCC(C#N)C1=C(C=C(C=C1)F)C(C)C (α-(3-chloropropyl)-4-fluoro-2-(1-methylethyl) benzeneaceto-nitrile). RXN SMILES: C([Li])CCC.C(N[CH:10]([CH3:12])[CH3:11])(C)C.[F:13][C:14]1[CH:19]=[CH:18][C:17]([CH:20]([CH:23]([CH3:25])C)[C:21]#[N:22])=[CH:16][CH:15]=1.BrCC[CH2:29][Cl:30]>O1CCCC1>[Cl:30][CH2:29][CH2:25][CH2:23][CH:20]([C:17]1[CH:16]=[CH:15][C:14]([F:13])=[CH:19][C:18]=1[CH:10]([CH3:11])[CH3:12])[C:21]#[N:22]. Procedure details: n-Butyllithium (1.5 M, 20.7 mL) was added to a chilled (0° C.) solution of diisopropylamine (4.34 mL, 31 mmol) in tetrahydrofuran (60 mL). After 2-3 minutes, the flask was cooled to −78° C., and a solution of the product from Example 2, Step (a) (5.0 g, 28.2 mmol) in tetrahydrofuran (6 mL) was added over a three minute period. After allowing the yellow anion to stir for 40 minutes, 1-bromo-3-chloro-propane (3.06 mL, 31 mmol) was added, the bath was removed, and the mixture was allowed to stir at... Reactants: BrCc1ccccc1, O=C([O-])[O-], CN(C)C=O, [K+], [K+], COC(=O)c1ccc(Cc2ccccc2O)cc1. Yields the product COC(=O)c1ccc(Cc2ccccc2OCc2ccccc2)cc1. Reaction SMILES: [Br:25][CH2:26][c:27]1[cH:28][cH:29][cH:30][cH:31][cH:32]1.[C:19](=[O:20])([O-:21])[O-:22].[CH3:33][N:34]([CH3:35])[CH:36]=[O:37].[K+:23].[K+:24].[OH:1][c:2]1[c:3]([CH2:4][c:5]2[cH:6][cH:7][c:8]([C:9](=[O:10])[O:11][CH3:12])[cH:13][cH:14]2)[cH:15][cH:16][cH:17][cH:18]1>>[O:1]([c:2]1[c:3]([CH2:4][c:5]2[cH:6][cH:7][c:8]([C:9](=[O:10])[O:11][CH3:12])[cH:13][cH:14]2)[cH:15][cH:16][cH:17][cH:18]1)[CH2:26][c:27]1[cH:28][cH:29][cH:30][cH:31][cH:32]1. The reactants are BrB(Br)Br, c1ccc(COc2ccc3c(C4CCCCC4)nsc3c2)cc1, ClCCl, O. Yields the product Oc1ccc2c(C3CCCCC3)nsc2c1. RXN SMILES: [B:1]([Br:2])([Br:3])[Br:4].[CH2:5]([c:6]1[cH:7][cH:8][cH:9][cH:10][cH:11]1)[O:12][c:13]1[cH:14][c:15]2[c:16]([c:17]([CH:20]3[CH2:21][CH2:22][CH2:23][CH2:24][CH2:25]3)[n:18][s:19]2)[cH:26][cH:27]1.[Cl:29][CH2:30][Cl:31].[OH2:28]>>[OH:12][c:13]1[cH:14][c:15]2[c:16]([c:17]([CH:20]3[CH2:21][CH2:22][CH2:23][CH2:24][CH2:25]3)[n:18][s:19]2)[cH:26][cH:27]1. Reactants: ClC=1C=CC2=C(N(C(S2)=O)CC2=CC(=CC=C2)[N+](=O)[O-])C1 (5-chloro-3-(3-nitrobenzyl)-3H-benzothiazol-2-one). The reagents and catalysts are [Pd] (palladium). Run in C1CCOC1 (THF). Run at time 24 hour. Yields the product NC=1C=C(CN2C(SC3=C2C=C(C=C3)Cl)=O)C=CC1 (3-(3-aminobenzyl)-5-chloro-3H-benzothiazol-2-one). Reaction SMILES: [Cl:1][C:2]1[CH:3]=[CH:4][C:5]2[S:9][C:8](=[O:10])[N:7]([CH2:11][C:12]3[CH:17]=[CH:16][CH:15]=[C:14]([N+:18]([O-])=O)[CH:13]=3)[C:6]=2[CH:21]=1>C1COCC1.[Pd]>[NH2:18][C:14]1[CH:13]=[C:12]([CH:17]=[CH:16][CH:15]=1)[CH2:11][N:7]1[C:6]2[CH:21]=[C:2]([Cl:1])[CH:3]=[CH:4][C:5]=2[S:9][C:8]1=[O:10]. Procedure details: 4.5 g (12.8 mol) of 5-chloro-3-(3-nitrobenzyl)-3H-benzothiazol-2-one [“A13a”; prepared analogously to “A12”; ESI: 321 (M+H); Rt.=3.20 min (method A)] are dissolved in 100 ml of THF and hydrogenated under a hydrogen atmosphere at room temperature using 2 g of palladium on active carbon (water-moist, 5% of Pd). After 24 h, the catalyst is filtered off with suction, rinsed with THF and evaporated, giving 3-(3-aminobenzyl)-5-chloro-3H-benzothiazol-2-one, ESI: 291 (M+H); HPLC: Rt.=2.28 min (method A)... Reaction SMILES: [Br-:30].[C:1]([CH3:2])([CH3:3])([CH3:4])[O:5][C:6](=[O:7])[CH:8]([C:9]([CH3:10])([CH3:11])[CH3:12])[N:13]1[C:14](=[O:29])[N:15]([CH2:18][c:19]2[cH:20][cH:21][cH:22][c:23]([C:25]([O:27][CH3:26])=[O:28])[n:24]2)[CH2:16][CH2:17]1.[CH2:38]([O:39][CH2:40][CH2:41][CH2:42][CH3:43])[CH2:44][CH2:45][CH3:46].[CH3:31][Mg+:32].[O:33]1[CH2:34][CH2:35][CH2:36][CH2:37]1>>[C:1]([CH3:2])([CH3:3])([CH3:4])[O:5][C:6](=[O:7])[CH:8]([C:9]([CH3:10])([CH3:11])[CH3:12])[N:13]1[C:14](=[O:29])[N:15]([CH2:18][c:19]2[cH:20][cH:21][cH:22][c:23]([C:25](=[O:27])[CH3:31])[n:24]2)[CH2:16][CH2:17]1. The product is CC(=O)c1cccc(CN2CCN(C(C(=O)OC(C)(C)C)C(C)(C)C)C2=O)n1. Starting materials: [Br-], COC(=O)c1cccc(CN2CCN(C(C(=O)OC(C)(C)C)C(C)(C)C)C2=O)n1, CCCCOCCCC, C[Mg+], C1CCOC1. The reactants are [Al+3], Cc1ccccc1, [H-], [H-], [H-], [H-], [Li+], CC(C)(C)c1ccc(OCC(N)C(=O)O)cc1, [Na+], C1CCOC1, [OH-], O. Product: CC(C)(C)c1ccc(OCC(N)CO)cc1. As a reaction SMILES: [Al+3:2].[CH3:24][c:25]1[cH:26][cH:27][cH:28][cH:29][cH:30]1.[H-:1].[H-:4].[H-:5].[H-:6].[Li+:3].[NH2:7][CH:8]([C:9](=[O:10])[OH:11])[CH2:12][O:13][c:14]1[cH:15][cH:16][c:17]([C:20]([CH3:21])([CH3:22])[CH3:23])[cH:18][cH:19]1.[Na+:32].[O:33]1[CH2:34][CH2:35][CH2:36][CH2:37]1.[OH-:31].[OH2:38]>>[NH2:7][CH:8]([CH2:9][OH:10])[CH2:12][O:13][c:14]1[cH:15][cH:16][c:17]([C:20]([CH3:21])([CH3:22])[CH3:23])[cH:18][cH:19]1. Starting materials: CC#N, CCCOc1nc(Cl)ccc1C(N)=O, O=P(Cl)(Cl)Cl, c1ccncc1. The product is CCCOc1nc(Cl)ccc1C#N. RXN SMILES: [CH3:26][C:27]#[N:28].[Cl:1][c:2]1[n:3][c:4]([O:11][CH2:12][CH2:13][CH3:14])[c:5]([C:6](=[O:7])[NH2:8])[cH:9][cH:10]1.[P:21]([Cl:22])([Cl:23])([Cl:24])=[O:25].[cH:15]1[cH:16][cH:17][n:18][cH:19][cH:20]1>>[Cl:1][c:2]1[n:3][c:4]([O:11][CH2:12][CH2:13][CH3:14])[c:5]([C:6]#[N:8])[cH:9][cH:10]1.